Dataset: the Open Reaction Database (ORD), a public repository of structured organic reaction records. Task: describe an organic reaction: reactants, conditions, products, and yield Reactants: Br, CC(=O)O, O=C1OCC(c2ccncc2)=C1c1ccc(OCc2ccccc2)cc1. Yields the product O=C1OCC(c2ccncc2)=C1c1ccc(O)cc1. Reaction SMILES: [BrH:27].[C:28]([OH:29])(=[O:30])[CH3:31].[CH2:1]([c:2]1[cH:3][cH:4][cH:5][cH:6][cH:7]1)[O:8][c:9]1[cH:10][cH:11][c:12]([C:15]2=[C:19]([c:20]3[cH:21][cH:22][n:23][cH:24][cH:25]3)[CH2:18][O:17][C:16]2=[O:26])[cH:13][cH:14]1>>[OH:8][c:9]1[cH:10][cH:11][c:12]([C:15]2=[C:19]([c:20]3[cH:21][cH:22][n:23][cH:24][cH:25]3)[CH2:18][O:17][C:16]2=[O:26])[cH:13][cH:14]1. Starting materials: CC1(O)C(O)C(CO)OC1n1cc(F)c(N)nc1=O, CC1(O)C(O)C(CO)OC1n1cc(F)c(=O)[nH]c1=O, CC1(O)C(CO)OC(n2ccc(N)nc2=O)C1O. Product: CC1(O)C(O)C(CO)OC1n1ccc(N)nc1=O. As a reaction SMILES: [CH3:1][C:2]1([OH:19])[CH:3]([n:10]2[c:11](=[O:12])[n:13][c:14]([NH2:15])[c:16]([F:18])[cH:17]2)[O:4][CH:5]([CH2:8][OH:9])[CH:6]1[OH:7].[CH3:20][C:21]1([OH:22])[CH:23]([OH:24])[CH:25]([CH2:26][OH:27])[O:28][CH:29]1[n:30]1[cH:31][c:32]([F:33])[c:34](=[O:35])[nH:36][c:37]1=[O:38].[CH3:39][C:40]1([OH:41])[CH:42]([CH2:43][OH:44])[O:45][CH:46]([n:47]2[cH:48][cH:49][c:50]([NH2:51])[n:52][c:53]2=[O:54])[CH:55]1[OH:56]>>[CH3:1][C:2]1([OH:19])[CH:3]([n:10]2[c:11](=[O:12])[n:13][c:14]([NH2:15])[cH:16][cH:17]2)[O:4][CH:5]([CH2:8][OH:9])[CH:6]1[OH:7]. Reactants: CCC1(c2cccs2)OCC(=O)Nc2ccc(Br)cc21, OB(O)c1ccc(F)c(Cl)c1. Yields the product CCC1(c2cccs2)OCC(=O)Nc2ccc(-c3ccc(F)c(Cl)c3)cc21. As a reaction SMILES: [Br:1][c:2]1[cH:3][cH:4][c:5]2[c:6]([cH:20]1)[C:7]([c:13]1[s:14][cH:15][cH:16][cH:17]1)([CH2:18][CH3:19])[O:8][CH2:9][C:10](=[O:12])[NH:11]2.[Cl:21][c:22]1[cH:23][c:24]([B:29]([OH:30])[OH:31])[cH:25][cH:26][c:27]1[F:28]>>[c:2]1(-[c:24]2[cH:23][c:22]([Cl:21])[c:27]([F:28])[cH:26][cH:25]2)[cH:3][cH:4][c:5]2[c:6]([cH:20]1)[C:7]([c:13]1[s:14][cH:15][cH:16][cH:17]1)([CH2:18][CH3:19])[O:8][CH2:9][C:10](=[O:12])[NH:11]2.